From a dataset of the Open Reaction Database (ORD), a public repository of structured organic reaction records. describe an organic reaction: reactants, conditions, products, and yield Conditions: temperature 200 celsius, time 30 minute. Starting materials: [Cl-].[Al+3].[Cl-].[Cl-] (aluminum chloride), BrCC(=O)N1CCCC2=CC=CC=C12 (1-(bromoacetyl)-1,2,3,4-tetrahydroquinoline). Solvent: O (water). RXN SMILES: [Cl-].[Al+3].[Cl-].[Cl-].Br[CH2:6][C:7]([N:9]1[C:18]2[C:13](=[CH:14][CH:15]=[CH:16][CH:17]=2)[CH2:12][CH2:11][CH2:10]1)=[O:8]>O>[CH2:6]1[C:17]2=[C:18]3[C:13](=[CH:14][CH:15]=[CH:16]2)[CH2:12][CH2:11][CH2:10][N:9]3[C:7]1=[O:8] |f:0.1.2.3|. The product is C1C(N2CCCC3=CC=CC1=C23)=O (1,2,5,6-tetrahydro-4H-pyrrolo-(3,2,1-ij)quinolin-2-one). Reported procedure: To a flask containing 30 g. of aluminum chloride is added 20.5 g. of 1-(bromoacetyl)-1,2,3,4-tetrahydroquinoline. After a vigorous initial reaction, the mixture is heated to 200° C. After 30 minutes, the reaction mixture is poured on cold water and the resulting oil is extracted with methylene chloride, dried, and the solvent removed under reduced pressure. The resultant oil is dissolved in ether, the solution cooled and the precipitate sublimed to yield 1,2,5,6-tetrahydro-4H-pyrrolo-(3,2,1-ij)q... The product is N1(C=CC=C1)C=1SC=C(N1)C=1C(NC(=NC1N[C@H]1CNCCC1)N1CCOCC1)=O ((R)-5-(2-(1H-pyrrol-1-yl)thiazol-4-yl)-2-morpholino-6-(piperidin-3-ylamino)pyrimidin-4(3H)-one). Run at time 15 minute. The reactants are N1(C=CC=C1)C=1SC=C(N1)C=1C(=NC(=NC1OC)N1CCOCC1)N[C@H]1CN(CCC1)C(=O)OC(C)(C)C ((R)-tert-butyl 3-((5-(2-(1H-pyrrol-1-yl)thiazol-4-yl)-6-methoxy-2-morpholinopyrimidin-4-yl)amino)piperidine-1-carboxylate), [Na+].[I-] (NaI), [Si](C)(C)(C)Cl (TMS-Cl). Reported procedure: To (R)-tert-butyl 3-((5-(2-(1H-pyrrol-1-yl)thiazol-4-yl)-6-methoxy-2-morpholinopyrimidin-4-yl)amino)piperidine-1-carboxylate (xx) (0.08 g, 0.148 mmol) in MeCN (2.95 ml) was added NaI (0.033 g, 0.222 mmol) followed by TMS-Cl (0.028 ml, 0.222 mmol) under argon. The reaction was stirred at room temperature for 15 min., then heated to 50° C. for 2 h until the reaction was complete, monitored by LCMS. The solvent was removed and the reaction material was purified by preparative HPLC to give the title... Solvent: CC#N (MeCN). RXN SMILES: [N:1]1([C:6]2[S:7][CH:8]=[C:9]([C:11]3[C:12]([NH:25][C@@H:26]4[CH2:31][CH2:30][CH2:29][N:28](C(OC(C)(C)C)=O)[CH2:27]4)=[N:13][C:14]([N:19]4[CH2:24][CH2:23][O:22][CH2:21][CH2:20]4)=[N:15][C:16]=3[O:17]C)[N:10]=2)[CH:5]=[CH:4][CH:3]=[CH:2]1.[Na+].[I-].[Si](Cl)(C)(C)C>CC#N>[N:1]1([C:6]2[S:7][CH:8]=[C:9]([C:11]3[C:16](=[O:17])[NH:15][C:14]([N:19]4[CH2:24][CH2:23][O:22][CH2:21][CH2:20]4)=[N:13][C:12]=3[NH:25][C@@H:26]3[CH2:31][CH2:30][CH2:29][NH:28][CH2:27]3)[N:10]=2)[CH:5]=[CH:4][CH:3]=[CH:2]1 |f:1.2|. Reactants: COC(=O)c1ccc(CBr)cc1-c1ccccc1C, [H-], [Na+], CN(C)C=O, OCc1cccs1. Yields the product COC(=O)c1ccc(COCc2cccs2)cc1-c1ccccc1C. As a reaction SMILES: [CH3:10][O:11][C:12]([c:13]1[c:14](-[c:21]2[c:22]([CH3:27])[cH:23][cH:24][cH:25][cH:26]2)[cH:15][c:16]([CH2:19][Br:20])[cH:17][cH:18]1)=[O:28].[H-:1].[Na+:2].[O:29]=[CH:30][N:31]([CH3:32])[CH3:33].[s:3]1[c:4]([CH2:8][OH:9])[cH:5][cH:6][cH:7]1>>[s:3]1[c:4]([CH2:8][O:9][CH2:19][c:16]2[cH:15][c:14](-[c:21]3[c:22]([CH3:27])[cH:23][cH:24][cH:25][cH:26]3)[c:13]([C:12]([O:11][CH3:10])=[O:28])[cH:18][cH:17]2)[cH:5][cH:6][cH:7]1. Reactants: C(C)OC(=O)C1=CC=C(C=C1)B(O)O (4-(ethoxycarbonyl)phenylboronic acid), COC(=O)C1=CC=C(C=C1)B(O)O (4-(methoxycarbonyl)phenylboronic acid), C(C)(C)(C)OC(=O)N/C=1/C\C(=C/C2=C(\N1)C=C(C=C2)C2=CC=C(C(=O)OCC)C=C2)\C(N(CCC)CCCO[Si](C)(C)C(C)(C)C)=O (Ethyl 4-((1E,4E)-2-(tert-butoxycarbonylamino)-4-((3-(tert-butyldimethylsilyloxy)propyl)(propyl)carbamoyl)-3H-benzo[b]azepin-8-yl)benzoate), C(C)OC(=O)C1=CC=C(C=C1)B(O)O (4-(ethoxycarbonyl)phenylboronic acid), NC=1CC(=CC2=C(N1)C=C(C=C2)Br)C(=O)N(CCC)CCC (2-amino-8-bromo-N,N-dipropyl-3H-benzo[b]azepine-4-carboxamide), N/C=1/C\C(=C/C2=C(\N1)C=C(C=C2)Br)\C(=O)N(CCC)CCC ((1E,4E)-2-amino-8-bromo-N,N-dipropyl-3H-benzo[b]azepine-4-carboxamide), COC(=O)C1=CC=C(C=C1)B(O)O (4-(methoxycarbonyl)phenylboronic acid), C([O-])([O-])=O.[K+].[K+] (potassium carbonate). The reagents and catalysts are C=1C=CC(=CC1)[P](C=2C=CC=CC2)(C=3C=CC=CC3)[Pd]([P](C=4C=CC=CC4)(C=5C=CC=CC5)C=6C=CC=CC6)([P](C=7C=CC=CC7)(C=8C=CC=CC8)C=9C=CC=CC9)[P](C=1C=CC=CC1)(C=1C=CC=CC1)C=1C=CC=CC1 (tetrakis(triphenylphosphine)palladium(0)). Run in C(=O)(C(F)(F)F)O (TFA), CCOC(=O)C (EtOAc), ClCCl (dichloromethane), C(C)#N (acetonitrile). Run at temperature 100 celsius, time 1 hour. The product is C(C)(=O)[O-] (acetate), C(C)(C)(C)OC(=O)N/C=1/C\C(=C/C2=C(\N1)C=C(C=C2)C2=CC=C(C(=O)OCC)C=C2)\C(N(CCC)CCCO[Si](C)(C)C(C)(C)C)=O (Ethyl 4-((1E,4E)-2-(tert-butoxycarbonylamino)-4-((3-(tert-butyldimethylsilyloxy)propyl)(propyl)carbamoyl)-3H-benzo[b]azepin-8-yl)benzoate). Yield: 44.0%. As a reaction SMILES: C([O:3][C:4]([C:6]1C=CC(B(O)O)=CC=1)=[O:5])C.NC1CC(C(N(CCC)CCC)=O)=CC2C=CC(Br)=CC=2N=1.COC(C1C=CC(B(O)O)=CC=1)=O.C(=O)([O-])[O-].[K+].[K+].[C:56]([O:60][C:61]([NH:63][C:64]1[CH2:65][C:66]([C:86](=[O:102])[N:87]([CH2:91][CH2:92][CH2:93][O:94][Si:95]([C:98]([CH3:101])([CH3:100])[CH3:99])([CH3:97])[CH3:96])[CH2:88][CH2:89][CH3:90])=[CH:67][C:68]2[CH:74]=[CH:73][C:72]([C:75]3[CH:85]=[CH:84][C:78]([C:79]([O:81][CH2:82][CH3:83])=[O:80])=[CH:77][CH:76]=3)=[CH:71][C:69]=2[N:70]=1)=[O:62])([CH3:59])([CH3:58])[CH3:57]>C(#N)C.CCOC(C)=O.ClCCl.C(O)(C(F)(F)F)=O.C1C=CC([P]([Pd]([P](C2C=CC=CC=2)(C2C=CC=CC=2)C2C=CC=CC=2)([P](C2C=CC=CC=2)(C2C=CC=CC=2)C2C=CC=CC=2)[P](C2C=CC=CC=2)(C2C=CC=CC=2)C2C=CC=CC=2)(C2C=CC=CC=2)C2C=CC=CC=2)=CC=1>[C:4]([O-:5])(=[O:3])[CH3:6].[C:56]([O:60][C:61]([NH:63][C:64]1[CH2:65][C:66]([C:86](=[O:102])[N:87]([CH2:91][CH2:92][CH2:93][O:94][Si:95]([C:98]([CH3:99])([CH3:101])[CH3:100])([CH3:96])[CH3:97])[CH2:88][CH2:89][CH3:90])=[CH:67][C:68]2[CH:74]=[CH:73][C:72]([C:75]3[CH:85]=[CH:84][C:78]([C:79]([O:81][CH2:82][CH3:83])=[O:80])=[CH:77][CH:76]=3)=[CH:71][C:69]=2[N:70]=1)=[O:62])([CH3:57])([CH3:58])[CH3:59] |f:3.4.5,^1:125,127,146,165|. Procedure: Isobutyl 2-(4-((1E,4E))-2-amino-4-((3-hydroxypropyl)(propyl)carbamoyl)-3H-benzo[b]azepin-8-yl)phenyl)acetate (40%) was prepared as follows, substituting isobutyl 2-(4-(4,4,5,5-tetramethyl-1,3,2-dioxaborolan-2-yl)phenyl)acetate for 4-(ethoxycarbonyl)phenylboronic acid. Ethyl 4-((1E,4E)-2-(tert-butoxycarbonylamino)-4-((3-(tert-butyldimethylsilyloxy)propyl)(propyl)carbamoyl)-3H-benzo[b]azepin-8-yl)benzoate (44%) was prepared as follows, substituting tert-butyl (1E,4E)-8-bromo-4-((3-(tert-butyldimet... The reactants are C1CNCCN1, CN(C)C=O, CCN(C(C)C)C(C)C, CC1CCc2ccccc2C1Nc1cc(F)ccc1S(C)(=O)=O, O. Yields the product CC1CCc2ccccc2C1Nc1cc(N2CCNCC2)ccc1S(C)(=O)=O. Reaction SMILES: [CH2:24]1[CH2:25][NH:26][CH2:27][CH2:28][NH:29]1.[CH3:40][N:41]([CH3:42])[CH:43]=[O:44].[CH:30]([N:31]([CH2:32][CH3:33])[CH:34]([CH3:35])[CH3:36])([CH3:37])[CH3:38].[F:1][c:2]1[cH:3][cH:4][c:5]([S:20](=[O:21])(=[O:22])[CH3:23])[c:6]([NH:8][CH:9]2[CH:10]([CH3:19])[CH2:11][CH2:12][c:13]3[cH:14][cH:15][cH:16][cH:17][c:18]32)[cH:7]1.[OH2:39]>>[c:2]1([N:26]2[CH2:25][CH2:24][NH:29][CH2:28][CH2:27]2)[cH:3][cH:4][c:5]([S:20](=[O:21])(=[O:22])[CH3:23])[c:6]([NH:8][CH:9]2[CH:10]([CH3:19])[CH2:11][CH2:12][c:13]3[cH:14][cH:15][cH:16][cH:17][c:18]32)[cH:7]1. The reactants are N(=[N+]=[N-])C(C)C=1N=C2N(C(C1C1=C(C=CC(=C1)F)F)=O)C(=CS2)C (7-(1-azidoethyl)-6-(2,5-difluorophenyl)-3-methyl-5H-[1,3]thiazolo[3,2-a]pyrimidin-5-one), CP(C)C (trimethylphosphine). Run in O1CCCC1 (tetrahydrofuran), O1CCCC1 (tetrahydrofuran). Run at time 1 hour. Product: NC(C)C=1N=C2N(C(C1C1=C(C=CC(=C1)F)F)=O)C(=CS2)C (7-(1-aminoethyl)-6-(2,5-difluorophenyl)-3-methyl-5H-[1,3]thiazolo[3,2-a]pyrimidin-5-one). The yield is 87.5%. Reaction SMILES: [N:1]([CH:4]([C:6]1[N:7]=[C:8]2[S:23][CH:22]=[C:21]([CH3:24])[N:9]2[C:10](=[O:20])[C:11]=1[C:12]1[CH:17]=[C:16]([F:18])[CH:15]=[CH:14][C:13]=1[F:19])[CH3:5])=[N+]=[N-].CP(C)C>O1CCCC1>[NH2:1][CH:4]([C:6]1[N:7]=[C:8]2[S:23][CH:22]=[C:21]([CH3:24])[N:9]2[C:10](=[O:20])[C:11]=1[C:12]1[CH:17]=[C:16]([F:18])[CH:15]=[CH:14][C:13]=1[F:19])[CH3:5]. Procedure: To a solution of 7-(1-azidoethyl)-6-(2,5-difluorophenyl)-3-methyl-5H-[1,3]thiazolo[3,2-a]pyrimidin-5-one (0.054 g, 0.16 mmol) in tetrahydrofuran (2 mL) was added 1.00 M of trimethylphosphine in tetrahydrofuran (0.23 mL, 0.23 mmol), and the mixture was stirred at room temperature for 1 hour. The mixture was concentrated to give the crude product (45 mg), which was used directly in the next step. LCMS calculated for C15H14F2N3OS (M+H)+: m/z=322.1. Found: 322.0. The reactants are BrC1=C(CCC1)C1=CC=C(C=C1)SC (1-(2-bromocyclopenten-1-yl)-4-(methylthio)benzene), C(#N)C1=CC=C(C=C1)B(O)O (4-cyanophenylboronic acid). Yields the product C(#N)C1=CC=C(C=C1)C1=C(CCC1)C1=CC=C(C=C1)SC (1-[2-(4-cyanophenyl)cyclopenten-1-yl]-4-(methylthio)benzene). The yield is 89.0%. As a reaction SMILES: Br[C:2]1[CH2:6][CH2:5][CH2:4][C:3]=1[C:7]1[CH:12]=[CH:11][C:10]([S:13][CH3:14])=[CH:9][CH:8]=1.[C:15]([C:17]1[CH:22]=[CH:21][C:20](B(O)O)=[CH:19][CH:18]=1)#[N:16]>>[C:15]([C:17]1[CH:22]=[CH:21][C:20]([C:2]2[CH2:6][CH2:5][CH2:4][C:3]=2[C:7]2[CH:12]=[CH:11][C:10]([S:13][CH3:14])=[CH:9][CH:8]=2)=[CH:19][CH:18]=1)#[N:16]. Reported procedure: Following the synthetic procedure outlined in Step 3 of Example 1, 500 mg (1.9 mmol) of 1-bromocyclopenten-1-yl)-4-methylthio) benzene (Example 1, Step 2) was reacted with 540 mg 3.7 mmol) of 4-cyanophenylboronic acid (Step 1 Purification by silica gel chromatography (MPLC) with hexane ethyl acetate (19:1) gave 480 mg (89%) of 1-[2-(4-cyanophenyl)cyclopenten-1-yl]-4-(methylthio)benzene as an oil: NMR (CDCl3) d 2.07 (m, J=7 Hz, 2H), 2.42 (s, 3H), 2.89 (t, J=7 Hz, 4H), 7.05 (d, J=8 Hz, 2H), 7.11 (...